Dataset: the Open Reaction Database (ORD), a public repository of structured organic reaction records. Task: describe an organic reaction: reactants, conditions, products, and yield Starting materials: NC1=NC(=C(C(=N1)SC)C#N)C1=CC=CC=C1 (2-Amino-4-(methylthio)-6-phenyl-pyrimidine-5-carbonitrile), C(C1=CC=CC=C1)N (benzylamine). Run in C(C)O (ethanol). Product: NC1=NC(=C(C(=N1)NCC1=CC=CC=C1)C#N)C1=CC=CC=C1 (2-Amino-4-benzylamino-6-phenyl-pyrimidine-5-carbonitrile). As a reaction SMILES: [NH2:1][C:2]1[N:7]=[C:6](SC)[C:5]([C:10]#[N:11])=[C:4]([C:12]2[CH:17]=[CH:16][CH:15]=[CH:14][CH:13]=2)[N:3]=1.[CH2:18]([NH2:25])[C:19]1[CH:24]=[CH:23][CH:22]=[CH:21][CH:20]=1>C(O)C>[NH2:1][C:2]1[N:7]=[C:6]([NH:25][CH2:18][C:19]2[CH:24]=[CH:23][CH:22]=[CH:21][CH:20]=2)[C:5]([C:10]#[N:11])=[C:4]([C:12]2[CH:17]=[CH:16][CH:15]=[CH:14][CH:13]=2)[N:3]=1. Procedure details: From 2-Amino-4-(methylthio)-6-phenyl-pyrimidine-5-carbonitrile and benzylamine in ethanol. ES-MS m/e (%): 302 (M+H+, 100).